Task: describe an organic reaction: reactants, conditions, products, and yield. Dataset: the Open Reaction Database (ORD), a public repository of structured organic reaction records Reactants: BrC=1C=C(C(=O)Cl)C=CC1 (m-Bromobenzoyl chloride). The solvent is C1=CC=CC=C1 (benzene). Product: BrC=1C=C(C=CC1)C(C1=CC=CC=C1)=O (m-bromobenzophenone). Reaction SMILES: [Br:1][C:2]1[CH:3]=[C:4]([CH:8]=[CH:9][CH:10]=1)[C:5](Cl)=[O:6]>C1C=CC=CC=1>[Br:1][C:2]1[CH:3]=[C:4]([C:5](=[O:6])[C:2]2[CH:3]=[CH:4][CH:8]=[CH:9][CH:10]=2)[CH:8]=[CH:9][CH:10]=1. Reported procedure: m-Bromobenzoyl chloride is reacted with benzene to form m-bromobenzophenone. The reactants are ClC1=C(N)C=CC(=C1)OC1=NC=NC2=CC(=C(C=C12)OC)OC (2-Chloro-4-[(6,7-dimethoxy-4-quinazolinyl)oxy]-aniline), ClC(Cl)(OC(OC(Cl)(Cl)Cl)=O)Cl (triphosgene), C([O-])(O)=O.[Na+] (sodium bicarbonate), C1(CCCCCC1)CO (cycloheptylmethanol). Solvent: C(C)N(CC)CC (triethylamine), C1(=CC=CC=C1)C (toluene), C(Cl)Cl (methylene chloride). Product: ClC1=C(C=CC(=C1)OC1=NC=NC2=CC(=C(C=C12)OC)OC)NC(OCC1CCCCCC1)=O (Cycloheptylmethyl N-{2-chloro-4-[(6,7-dimethoxy-4-quinazolinyl)oxy]phenyl}carbamate). Yield: 72.4%. Reaction SMILES: [Cl:1][C:2]1[CH:8]=[C:7]([O:9][C:10]2[C:19]3[C:14](=[CH:15][C:16]([O:22][CH3:23])=[C:17]([O:20][CH3:21])[CH:18]=3)[N:13]=[CH:12][N:11]=2)[CH:6]=[CH:5][C:3]=1[NH2:4].Cl[C:25](Cl)([O:27][C:28](=[O:34])OC(Cl)(Cl)Cl)Cl.[CH:36]1(CO)[CH2:42][CH2:41][CH2:40][CH2:39][CH2:38][CH2:37]1.C(=O)(O)[O-].[Na+]>C(Cl)Cl.C(N(CC)CC)C.C1(C)C=CC=CC=1>[Cl:1][C:2]1[CH:8]=[C:7]([O:9][C:10]2[C:19]3[C:14](=[CH:15][C:16]([O:22][CH3:23])=[C:17]([O:20][CH3:21])[CH:18]=3)[N:13]=[CH:12][N:11]=2)[CH:6]=[CH:5][C:3]=1[NH:4][C:28](=[O:34])[O:27][CH2:25][CH:36]1[CH2:42][CH2:41][CH2:40][CH2:39][CH2:38][CH2:37]1 |f:3.4|. Reported procedure: 2-Chloro-4-[(6,7-dimethoxy-4-quinazolinyl)oxy]-aniline (50 mg) was added to toluene (5 ml), and triethylamine (0.5 ml), and the mixture was heated under reflux to prepare a solution. A solution of triphosgene (68 mg) in methylene chloride was then added thereto, and the mixture was heated under reflux for 10 min. Next, cycloheptylmethanol (30 mg) was added thereto, and the mixture was further stirred with heating under reflux for 3 hr. A saturated aqueous sodium bicarbonate solution was added to... Reactants: Cc1ccc(Oc2ccc(OCC3CCCN3C(=O)OC(C)(C)C)cc2)cc1, Cl, C1COCCO1. Yields the product Cl, Cc1ccc(Oc2ccc(OCC3CCCN3)cc2)cc1. Reaction SMILES: [C:1]([O:2][C:3](=[O:4])[N:8]1[CH:9]([CH2:13][O:14][c:15]2[cH:16][cH:17][c:18]([O:21][c:22]3[cH:23][cH:24][c:25]([CH3:28])[cH:26][cH:27]3)[cH:19][cH:20]2)[CH2:10][CH2:11][CH2:12]1)([CH3:5])([CH3:6])[CH3:7].[ClH:29].[O:30]1[CH2:31][CH2:32][O:33][CH2:34][CH2:35]1>>[ClH:29].[NH:8]1[CH:9]([CH2:13][O:14][c:15]2[cH:16][cH:17][c:18]([O:21][c:22]3[cH:23][cH:24][c:25]([CH3:28])[cH:26][cH:27]3)[cH:19][cH:20]2)[CH2:10][CH2:11][CH2:12]1. The reactants are [H-].[Na+] (sodium hydride), O1CCCC1 (tetrahydrofuran), C(C)C1=CC=C(C=O)C=C1 (4-ethylbenzaldehyde), O1CCCC1 (tetrahydrofuran), O (water), triethylphosphonoacetate, O1CCCC1 (tetrahydrofuran). Yields the product C(C)C1=CC=C(C=CC(=O)OCC)C=C1 (ethyl 4-ethylcinnamate). Reaction SMILES: [H-].[Na+].[CH2:3]([C:5]1[CH:12]=[CH:11][C:8]([CH:9]=O)=[CH:7][CH:6]=1)[CH3:4].[OH2:13].[O:14]1[CH2:18][CH2:17][CH2:16][CH2:15]1>>[CH2:3]([C:5]1[CH:12]=[CH:11][C:8]([CH:9]=[CH:16][C:15]([O:14][CH2:18][CH3:17])=[O:13])=[CH:7][CH:6]=1)[CH3:4] |f:0.1|. Procedure: A solution of 33.6 g of triethylphosphonoacetate in 20 mL of tetrahydrofuran was added dropwise with stirring to a slurry of 6.0 g of 60 percent sodium hydride (in mineral oil) in 100 ml of dry tetrahydrofuran. The mixture was allowed to react for 30 min and then a solution of 20.1 g of 4-ethylbenzaldehyde in 100 mL of tetrahydrofuran was added with stirring and the mixture was heated to reflux. After 2 hours the mixture was cooled and water was added. The resulting mixture was extracted with et...